Dataset: the Open Reaction Database (ORD), a public repository of structured organic reaction records. Task: describe an organic reaction: reactants, conditions, products, and yield Reactants: ClC1=CC(=NC2=CC=CC=C12)OC (4-Chloro-2-methoxy-quinoline), NCCN (1,2-diaminoethan), COCC(C)O (1-methoxy-2-propanol). Reaction conditions: temperature 110 celsius, time 24 hour. Product: COC1=NC2=CC=CC=C2C(=C1)NCCN (N-(2-Methoxy-4-quinolyl)ethane-1,2-diamine). As a reaction SMILES: Cl[C:2]1[C:11]2[C:6](=[CH:7][CH:8]=[CH:9][CH:10]=2)[N:5]=[C:4]([O:12][CH3:13])[CH:3]=1.[NH2:14][CH2:15][CH2:16][NH2:17].COCC(O)C>>[CH3:13][O:12][C:4]1[CH:3]=[C:2]([NH:14][CH2:15][CH2:16][NH2:17])[C:11]2[C:6](=[CH:7][CH:8]=[CH:9][CH:10]=2)[N:5]=1. Reported procedure: 4-Chloro-2-methoxy-quinoline (484 mg, 2.5 mmol) and 1,2-diaminoethan (751 mg, 12.5 mmol) were mixed with 1-methoxy-2-propanol and stirred at 110° C. for 24 hours. The mixture was evaporated to dryness and the residue was purified by column chromatography (pre-packed silica column, gradient of ethyl acetate/methanol each containing 1% triethylamine). 0.324 g were obtained (1.49 mmol; 60%). MS (APCI) m/z=218.0 [M+H]+. The reactants are C=CC#N, CCO, O=Cc1cc(Cl)ccc1O, [Na+], [OH-], O. The product is N#CC1COc2ccc(Cl)cc2C1O. As a reaction SMILES: [CH2:11]=[CH:12][C:13]#[N:14].[CH3:18][CH2:19][OH:20].[Cl:1][c:2]1[cH:3][c:4]([CH:5]=[O:6])[c:7]([OH:10])[cH:8][cH:9]1.[Na+:16].[OH-:15].[OH2:17]>>[Cl:1][c:2]1[cH:3][c:4]2[c:7]([cH:8][cH:9]1)[O:10][CH2:11][CH:12]([C:13]#[N:14])[CH:5]2[OH:6]. Starting materials: Cl.COC(CCN)=O (β-alanine methyl ester hydrochloride), C(C)(=O)Cl (acetyl chloride), C([O-])([O-])=O.[K+].[K+] (potassium carbonate), CCOCC (ether), C([O-])([O-])=O.[K+].[K+] (potassium carbonate). The solvent is ClCCl (dichloromethane). Conditions: time 48 hour. Yields the product COC(CCNC(C)=O)=O (N-Acetyl-β-alanine methyl ester). RXN SMILES: Cl.[CH3:2][O:3][C:4](=[O:8])[CH2:5][CH2:6][NH2:7].[C:9](Cl)(=[O:11])[CH3:10].C(=O)([O-])[O-].[K+].[K+].CCOCC>ClCCl>[CH3:2][O:3][C:4](=[O:8])[CH2:5][CH2:6][NH:7][C:9](=[O:11])[CH3:10] |f:0.1,3.4.5|. Procedure: A 10.0 g portion of β-alanine methyl ester hydrochloride was slurried in 200 ml of dichloromethane. A 20 ml portion of acetyl chloride and 20 g of anhydrous potassium carbonate were added and the mixture was stirred vigorously for 48 hours. The mixture was poured into 400 ml of ether, 20 g of fresh anhydrous potassium carbonate added and the solids allowed to settle for 15 minutes. Suction filtration through celite and concentration gave an oil. This oil was concentrated four times from 50 ml po... The reactants are COC=1C=C(C=C(C1OC)OC)C1=NC2=CC=CC=C2C(=N1)C(=O)O (2-(3,4,5-trimethoxyphenyl)quinazoline-4-carboxylic acid), Cl.COC1=C2CCNCC2=CC(=C1)OC (5,7-dimethoxy-1,2,3,4-tetrahydroisoquinoline hydrochloride). Reaction SMILES: [CH3:1][O:2][C:3]1[CH:4]=[C:5]([C:13]2[N:22]=[C:21]([C:23](O)=[O:24])[C:20]3[C:15](=[CH:16][CH:17]=[CH:18][CH:19]=3)[N:14]=2)[CH:6]=[C:7]([O:11][CH3:12])[C:8]=1[O:9][CH3:10].Cl.[CH3:27][O:28][C:29]1[CH:38]=[C:37]([O:39][CH3:40])[CH:36]=[C:35]2[C:30]=1[CH2:31][CH2:32][NH:33][CH2:34]2>>[CH3:12][O:11][C:7]1[CH:6]=[C:5]([C:13]2[N:22]=[C:21]([C:23]([N:33]3[CH2:32][CH2:31][C:30]4[C:35](=[CH:36][C:37]([O:39][CH3:40])=[CH:38][C:29]=4[O:28][CH3:27])[CH2:34]3)=[O:24])[C:20]3[C:15](=[CH:16][CH:17]=[CH:18][CH:19]=3)[N:14]=2)[CH:4]=[C:3]([O:2][CH3:1])[C:8]=1[O:9][CH3:10] |f:1.2|. Procedure details: Reaction of 2-(3,4,5-trimethoxyphenyl)quinazoline-4-carboxylic acid with 5,7-dimethoxy-1,2,3,4-tetrahydroisoquinoline hydrochloride gave compound 92 (33.3% yield). 1H NMR (300 MHz, DMSO-d6) δ 2.81 and 2.99 (2t, 2H), 3.45 (s, 1H), 3.49 and 4.04 (2t, 2H), 3.73-3.77 (m, 6H), 3.86 and 3.92 (m, 8H), 4.24 and 4.79 (2s, 2H), 6.33-6.50 (m, 2H), 7.72-8.17 (m, 6H); MS (ESI) m/z 516 ([M+H]+). Yield: 33.3%. Yields the product COC=1C=C(C=C(C1OC)OC)C1=NC2=CC=CC=C2C(=N1)C(=O)N1CC2=CC(=CC(=C2CC1)OC)OC (2-[[2-(3,4,5-trimethoxyphenyl)quinazolin-4-yl]carbonyl]-5,7-dimethoxy-1,2,3,4-tetrahydroisoquinoline). The reactants are Cl (HCl), O (water), C[C@H](C=1C=CC=C2C1C=CC=C2)NCCCC=3C=CC=C(C3)C(F)(F)F (Cinacalcet). Solvent: CC(=O)C (acetone). Conditions: time 4 hour. The product is C[C@H](C=1C=CC=C2C1C=CC=C2)NCCCC=3C=CC=C(C3)C(F)(F)F.Cl (cinacalcet hydrochloride). As a reaction SMILES: [CH3:1][C@@H:2]([NH:13][CH2:14][CH2:15][CH2:16][C:17]1[CH:18]=[CH:19][CH:20]=[C:21]([C:23]([F:26])([F:25])[F:24])[CH:22]=1)[C:3]1[CH:4]=[CH:5][CH:6]=[C:7]2[CH:12]=[CH:11][CH:10]=[CH:9][C:8]=12.[ClH:27].O>CC(C)=O>[CH3:1][C@@H:2]([NH:13][CH2:14][CH2:15][CH2:16][C:17]1[CH:18]=[CH:19][CH:20]=[C:21]([C:23]([F:24])([F:25])[F:26])[CH:22]=1)[C:3]1[CH:4]=[CH:5][CH:6]=[C:7]2[CH:12]=[CH:11][CH:10]=[CH:9][C:8]=12.[ClH:27] |f:4.5|. Procedure: Cinacalcet base (2.0 g) was dissolved in acetone (4 ml) at room temperature. Then 1N HCl (1.5 eq.) and water (40 ml) were added to the solution. The resulting mixture was stirred at room temperature for 4 hours to obtain a precipitate. The product was isolated by filtration, washed with water (10 ml) and dried at 50° C. in a vacuum oven for 24 hours to obtain 1.75 g of cinacalcet hydrochloride crystalline Form I. The reactants are compound 40, NC1=C(OCCCC(=O)OCC)C=CC=C1 (ethyl 4-(2-aminophenoxy)butyrate), C(C)C(C1=CC=CC=C1)N1C=CC2=CC(=CC=C12)/C(=C/C(=O)O)/C (3-[1-(α-ethylbenzyl)indol-5-yl]isocrotonic acid). The product is C(C)C(C1=CC=CC=C1)N1C=CC2=CC(=CC=C12)/C(=C/C(=O)NC1=C(OCCCC(=O)O)C=CC=C1)/C (4-{2-[3-[1-(α-ethylbenzyl)indol-5-yl]isocrotonoylamino]phenoxy}butyric acid). Reaction SMILES: [NH2:1][C:2]1[CH:16]=[CH:15][CH:14]=[CH:13][C:3]=1[O:4][CH2:5][CH2:6][CH2:7][C:8]([O:10]CC)=[O:9].[CH2:17]([CH:19]([N:26]1[C:34]2[C:29](=[CH:30][C:31](/[C:35](/[CH3:40])=[CH:36]/[C:37](O)=[O:38])=[CH:32][CH:33]=2)[CH:28]=[CH:27]1)[C:20]1[CH:25]=[CH:24][CH:23]=[CH:22][CH:21]=1)[CH3:18]>>[CH2:17]([CH:19]([N:26]1[C:34]2[C:29](=[CH:30][C:31](/[C:35](/[CH3:40])=[CH:36]/[C:37]([NH:1][C:2]3[CH:16]=[CH:15][CH:14]=[CH:13][C:3]=3[O:4][CH2:5][CH2:6][CH2:7][C:8]([OH:10])=[O:9])=[O:38])=[CH:32][CH:33]=2)[CH:28]=[CH:27]1)[C:20]1[CH:21]=[CH:22][CH:23]=[CH:24][CH:25]=1)[CH3:18]. Reported procedure: 73 mg of compound 40 was obtained in a similar manner to those described in Examples 1 and 2 using 465 mg of ethyl 4-(2-aminophenoxy)butyrate and 333 mg of 3-[1-(α-ethylbenzyl)indol-5-yl]isocrotonic acid obtained according to the procedures described in the Reference Examples 1-4. The reactants are ClC1=CC2=C(N(C(=N2)N2CCN(CC2)C)C(C)C)C=C1[N+](=O)[O-] (5-Chloro-1-isopropyl-2-(4-methyl-1-piperazinyl)-6-nitrobenzimidazole), N (ammonia). The reagents and catalysts are [Zn] (zinc). Solvent: Cl (hydrochloric acid). Run at temperature 80 celsius, time 4 hour. Yields the product NC=1C(=CC2=C(N(C(=N2)N2CCN(CC2)C)C(C)C)C1)Cl (6-amino-5-chloro-1-isopropyl-2-(4-methyl-1-piperazinyl)benzimidazole). Isolated yield 54.9%. As a reaction SMILES: [Cl:1][C:2]1[C:20]([N+:21]([O-])=O)=[CH:19][C:5]2[N:6]([CH:16]([CH3:18])[CH3:17])[C:7]([N:9]3[CH2:14][CH2:13][N:12]([CH3:15])[CH2:11][CH2:10]3)=[N:8][C:4]=2[CH:3]=1.N>Cl.[Zn]>[NH2:21][C:20]1[C:2]([Cl:1])=[CH:3][C:4]2[N:8]=[C:7]([N:9]3[CH2:14][CH2:13][N:12]([CH3:15])[CH2:11][CH2:10]3)[N:6]([CH:16]([CH3:18])[CH3:17])[C:5]=2[CH:19]=1. Procedure details: 5-Chloro-1-isopropyl-2-(4-methyl-1-piperazinyl)-6-nitrobenzimidazole (1.2 g) was dissolved in 2.5N hydrochloric acid (20 ml) and thereto was added zinc powder (1.5 g) in portions and the mixture was stirred at 80° C. for 4 hours. The reaction mixture was made basic with an aqueous ammonia and extracted with chloroform. The chloroform layer was washed with water and dried over anhydrous magnesium sulfate and then the solvent was distilled off under reduced pressure. The residue was recrystallized...